Dataset: the Open Reaction Database (ORD), a public repository of structured organic reaction records. Task: describe an organic reaction: reactants, conditions, products, and yield Reactants: C1=CCC2=CC=CC3=NC=4N(C1=C32)COC4 (3H-oxazolo[3,4-a]perimidine), C(OC)COC (glyme), CNC (dimethylamine). Yields the product CN(C(OCC=1NC=2C=CC=C3C=CC=C(N1)C23)=O)C ((2-perimidyl)methyl N,N-dimethylcarbamate). Reaction SMILES: [CH:1]1[C:12]2=[C:13]3[C:4](=[CH:5][CH:6]=[CH:7][C:8]3=[N:9][C:10]3[N:11]2[CH2:14][O:15][CH:16]=3)[CH2:3][CH:2]=1.[CH3:17][NH:18][CH3:19].C(COC)[O:21]C>>[CH3:17][N:18]([CH3:19])[C:14](=[O:21])[O:15][CH2:16][C:10]1[NH:9][C:8]2[CH:7]=[CH:6][CH:5]=[C:4]3[C:13]=2[C:12]([N:11]=1)=[CH:1][CH:2]=[CH:3]3. Procedure: A 10 g (0.44 mole) sample of 1H, 3H-oxazolo[3,4-a]perimidine, 3-one is dissolved in glyme at 30°, and the resulting solution is treated with excess 40% aqueous dimethylamine for 10 min. The mixture is then concentrated, dissolved in CHCl3, washed with water and dried. Further concentration gives an oil which is crystallized from ethyl acetate-cylcohexane and is then recrystallized from the same solvents twice to give the desired product, (2-perimidyl)methyl N,N-dimethylcarbamate, as yellow cryst... The reactants are O=S1(N(C(C2=C1C=CC=C2)=O)C(C(=O)N)(CCCO)C)=O (2-(2,3-Dihydro-1,1-dioxido-3-oxo-1,2-benzisothiazol-2-yl)-5-hydroxy-2-methyl-valeramid), O (water). Solvent: C=1(C(=CC=CC1)C)C (xylene). The product is O=S1(N(C(C2=C1C=CC=C2)=O)C2(C(NCCC2)=O)C)=O (3-(2,3-dihydro-1,1-dioxido-3-oxo-1,2-benzisothiazol-2-yl)-3-methyl-2-oxo-piperidine), crystals. Isolated yield 37.0%. Reaction SMILES: [O:1]=[S:2]1(=[O:21])[C:6]2[CH:7]=[CH:8][CH:9]=[CH:10][C:5]=2[C:4](=[O:11])[N:3]1[C:12]([CH3:20])([CH2:16][CH2:17][CH2:18]O)[C:13]([NH2:15])=[O:14].O>C1(C)C(C)=CC=CC=1>[O:1]=[S:2]1(=[O:21])[C:6]2[CH:7]=[CH:8][CH:9]=[CH:10][C:5]=2[C:4](=[O:11])[N:3]1[C:12]1([CH3:20])[CH2:16][CH2:17][CH2:18][NH:15][C:13]1=[O:14]. Procedure details: 5 g 2-(2,3-Dihydro-1,1-dioxido-3-oxo-1,2-benzisothiazol-2-yl)-5-hydroxy-2-methyl-valeramid are dissolved in 150 ml of xylene and the resulting solution is boiled under reflux for several hours, using a water separator. After the theoretical quantity of water has been separated off, the mixture is allowed to cool and concentrated in vacuo to a small volume. The precipitate is filtered off and recrystallized from n-butanol to give 3-(2,3-dihydro-1,1-dioxido-3-oxo-1,2-benzisothiazol-2-yl)-3-methyl-... Starting materials: C1(=CC=CC=C1)C=CP(=O)Cl (phenylvinylphosphinic acid chloride), [O-]C#N.[Na+] (sodium cyanate). Run in C(C)#N (acetonitrile). Yields the product C1(=CC=CC=C1)C=CP(=O)N=C=O (phenylvinylphosphinic acid isocyanate). Isolated yield 76.3%. RXN SMILES: [C:1]1([CH:7]=[CH:8][PH:9](Cl)=[O:10])[CH:6]=[CH:5][CH:4]=[CH:3][CH:2]=1.[O-:12][C:13]#[N:14].[Na+]>C(#N)C>[C:1]1([CH:7]=[CH:8][PH:9]([N:14]=[C:13]=[O:12])=[O:10])[CH:6]=[CH:5][CH:4]=[CH:3][CH:2]=1 |f:1.2|. Procedure details: 106 g (0.57 mol) of phenylvinylphosphinic acid chloride were dissolved in 150 ml of acetonitrile and stirred with 38 g (0.59 mol) of sodium cyanate at a temperature of 30° C. After 23 hours the precipitate was filtered off by suction and washed with acetonitrile. The filtrate was concentrated and the residue distilled at a temperature of 107°-110° C. and a pressure of 33 Pa. 84 g of phenylvinylphosphinic acid isocyanate (77% of theory) were obtained. The reactants are [O-]C#N.[K+] (potassium cyanate), O1C(COC2=C1C=CC=C2)CN2CCC(CC2)NC2=C(C=CC(=C2)Cl)N (1-[(benzo-1,4-dioxan-2-yl)-methyl]-4-(5-chloro-2-aminoanilino)-piperidine), Cl (hydrochloric acid). Solvent: O (water), O (water). Yields the product O1C(COC2=C1C=CC=C2)CN2CCC(CC2)N2C(NC1=C2C=C(C=C1)Cl)=O (1-[(Benzo-1,4-dioxan-2-yl)-methyl]-4-(6-chlorobenzimidazol-2-on-1-yl)-piperidine). As a reaction SMILES: [O-:1][C:2]#N.[K+].[O:5]1[C:10]2[CH:11]=[CH:12][CH:13]=[CH:14][C:9]=2[O:8][CH2:7][CH:6]1[CH2:15][N:16]1[CH2:21][CH2:20][CH:19]([NH:22][C:23]2[CH:28]=[C:27]([Cl:29])[CH:26]=[CH:25][C:24]=2[NH2:30])[CH2:18][CH2:17]1.Cl>O>[O:5]1[C:10]2[CH:11]=[CH:12][CH:13]=[CH:14][C:9]=2[O:8][CH2:7][CH:6]1[CH2:15][N:16]1[CH2:21][CH2:20][CH:19]([N:22]2[C:23]3[CH:28]=[C:27]([Cl:29])[CH:26]=[CH:25][C:24]=3[NH:30][C:2]2=[O:1])[CH2:18][CH2:17]1 |f:0.1|. Procedure details: A solution of 4.8 g of potassium cyanate in 10 ml of water was added to 14.5 g of 1-[(benzo-1,4-dioxan-2-yl)-methyl]-4-(5-chloro-2-aminoanilino)-piperidine in 5 ml of 10% strength hydrochloric acid and 40 ml of water, whilst cooling and stirring. When the addition had ended, the mixture was stirred at room temperature for 1 hour and then under reflux for 24 hours. After the mixture had been cooled, it was extracted with chloroform. The extract was washed with 5% strength hydrochloric acid, dried... Reactants: C1(=CC=CC=C1)P(C1=C(C2=CC=CC=C2C=C1)C1=C(C=CC2=CC=CC=C12)P(C1=CC=CC=C1)C1=CC=CC=C1)C1=CC=CC=C1 (2,2′-bis-diphenylphosphanyl-[1,1′]binaphthalenyl), ClC=1N=C(C2=C(N1)N(C=C2C2=CC=C(C=C2)C=2N(C=CN2)COCC[Si](C)(C)C)COCC[Si](C)(C)C)OC(C)C (2-chloro-4-isopropoxy-7-((2-(trimethylsilyl)ethoxy)methyl)-5-(4-(1-((2-(trimethylsilyl)-ethoxy)methyl)-1H-imidazol-2-yl)phenyl)-7H-pyrrolo[2,3-d]pyrimidine), NC1=C(C=C(C(=O)N)C=C1)OC (4-amino-3-methoxybenzamide), C([O-])([O-])=O.[Cs+].[Cs+] (cesium carbonate). Reagents/catalysts: C(C)(=O)[O-].[Pd+2].C(C)(=O)[O-] (palladium acetate). Solvent: O1CCOCC1 (1,4-dioxane). Conditions: temperature 100 celsius, time 3 hour. Yields the product C(C)(C)OC=1C2=C(N=C(N1)NC1=C(C=C(C(=O)NC)C=C1)OC)N(C=C2C2=CC=C(C=C2)C=2N(C=CN2)COCC[Si](C)(C)C)COCC[Si](C)(C)C (4-((4-Isopropoxy-7-((2-(trimethylsilyl)ethoxy)methyl)-5-(4-(1-((2-(trimethylsilyl)ethoxy)methyl)-1H-imidazol-2-yl)phenyl)-7H-pyrrolo[2,3-d]pyrimidin-2-yl)amino)-3-methoxy-N-methylbenzamide). Yield: 60.0%. Reaction SMILES: Cl[C:2]1[N:3]=[C:4]([O:38][CH:39]([CH3:41])[CH3:40])[C:5]2[C:10]([C:11]3[CH:16]=[CH:15][C:14]([C:17]4[N:18]([CH2:22][O:23][CH2:24][CH2:25][Si:26]([CH3:29])([CH3:28])[CH3:27])[CH:19]=[CH:20][N:21]=4)=[CH:13][CH:12]=3)=[CH:9][N:8]([CH2:30][O:31][CH2:32][CH2:33][Si:34]([CH3:37])([CH3:36])[CH3:35])[C:6]=2[N:7]=1.[NH2:42][C:43]1[CH:51]=[CH:50][C:46]([C:47]([NH2:49])=[O:48])=[CH:45][C:44]=1[O:52][CH3:53].[C:54](=O)([O-])[O-].[Cs+].[Cs+].C1(P(C2C=CC=CC=2)C2C=CC3C(=CC=CC=3)C=2C2C3C(=CC=CC=3)C=CC=2P(C2C=CC=CC=2)C2C=CC=CC=2)C=CC=CC=1>O1CCOCC1.C([O-])(=O)C.[Pd+2].C([O-])(=O)C>[CH:39]([O:38][C:4]1[C:5]2[C:10]([C:11]3[CH:16]=[CH:15][C:14]([C:17]4[N:18]([CH2:22][O:23][CH2:24][CH2:25][Si:26]([CH3:29])([CH3:28])[CH3:27])[CH:19]=[CH:20][N:21]=4)=[CH:13][CH:12]=3)=[CH:9][N:8]([CH2:30][O:31][CH2:32][CH2:33][Si:34]([CH3:37])([CH3:36])[CH3:35])[C:6]=2[N:7]=[C:2]([NH:42][C:43]2[CH:51]=[CH:50][C:46]([C:47]([NH:49][CH3:54])=[O:48])=[CH:45][C:44]=2[O:52][CH3:53])[N:3]=1)([CH3:41])[CH3:40] |f:2.3.4,7.8.9|. Reported procedure: To a degassed mixture of 2-chloro-4-isopropoxy-7-((2-(trimethylsilyl)ethoxy)methyl)-5-(4-(1-((2-(trimethylsilyl)-ethoxy)methyl)-1H-imidazol-2-yl)phenyl)-7H-pyrrolo[2,3-d]pyrimidine (1 equiv), 4-amino-3-methoxybenzamide (1.2 equiv) and cesium carbonate (3.0 equiv) in 1,4-dioxane (0.07 M) was added palladium acetate (0.1 equiv) and 2,2′-bis-diphenylphosphanyl-[1,1′]binaphthalenyl (0.3 equiv). The reaction was stirred at 100° C. for 3 h. After the reaction was complete, the reaction mixture was coo... The reactants are [Na] (sodium), COC(CS)=O (thioglycolic acid methyl ester), COC(C(=C)Cl)=O (2-chloro-acrylic acid methyl ester). The solvent is O (water). The product is COC(C(CSCC(=O)OC)Cl)=O (2-chloro-3-methoxycarbonylmethylmercapto-propionic acid methyl ester). The yield is 99.6%. RXN SMILES: [Na].[CH3:2][O:3][C:4](=[O:7])[CH2:5][SH:6].[CH3:8][O:9][C:10](=[O:14])[C:11]([Cl:13])=[CH2:12]>O>[CH3:8][O:9][C:10](=[O:14])[CH:11]([Cl:13])[CH2:12][S:6][CH2:5][C:4]([O:3][CH3:2])=[O:7] |^1:0|. Procedure: 0.076 gram (3.31 mmoles) of metallic sodium were dissolved in 17.97 grams (169 mmoles) of thioglycolic acid methyl ester. This solution was then subsequently under stirring dropped into 20.0 grams (166 mmoles) of freshly distilled 2-chloro-acrylic acid methyl ester dissolved in 30 ml of water free methylene chloride within 1 hour at 25° C. After 4 hours post reaction at 25° C. it was worked up according to Example 1. There were obtained 37.5 grams (99.6% of theory) of 2-chloro-3-methoxycarbonylm... The reactants are [Br-], CCC[P+](c1ccccc1)(c1ccccc1)c1ccccc1, CN([SiH](C)C)[Si](C)(C)C, CC(C)(C)OC(=O)NC1CCC(C=O)CC1, [Cl-], [NH4+], [Na], C1CCOC1. The product is CCC=CC1CCC(NC(=O)OC(C)(C)C)CC1. RXN SMILES: [Br-:11].[CH2:12]([CH2:13][CH3:14])[P+:15]([c:16]1[cH:17][cH:18][cH:19][cH:20][cH:21]1)([c:22]1[cH:23][cH:24][cH:25][cH:26][cH:27]1)[c:28]1[cH:29][cH:30][cH:31][cH:32][cH:33]1.[CH3:1][SiH:2]([CH3:3])[N:4]([CH3:5])[Si:6]([CH3:7])([CH3:8])[CH3:9].[CH:34](=[O:35])[CH:36]1[CH2:37][CH2:38][CH:39]([NH:42][C:43]([O:44][C:45]([CH3:46])([CH3:47])[CH3:48])=[O:49])[CH2:40][CH2:41]1.[Cl-:50].[NH4+:51].[Na:10].[O:52]1[CH2:53][CH2:54][CH2:55][CH2:56]1>>[CH:12]([CH2:13][CH3:14])=[CH:34][CH:36]1[CH2:37][CH2:38][CH:39]([NH:42][C:43]([O:44][C:45]([CH3:46])([CH3:47])[CH3:48])=[O:49])[CH2:40][CH2:41]1.